This data is from the Open Reaction Database (ORD), a public repository of structured organic reaction records. The task is: describe an organic reaction: reactants, conditions, products, and yield The reactants are CCOC(=O)c1cnn(CC2CC2)c1C(F)(F)F, CO, [Li+], [OH-], O. The product is O=C(O)c1cnn(CC2CC2)c1C(F)(F)F. Reaction SMILES: [CH2:1]([CH3:2])[O:3][C:4](=[O:5])[c:6]1[cH:7][n:8][n:9]([CH2:15][CH:16]2[CH2:17][CH2:18]2)[c:10]1[C:11]([F:12])([F:13])[F:14].[CH3:21][OH:22].[Li+:20].[OH-:19].[OH2:23]>>[O:3]=[C:4]([OH:5])[c:6]1[cH:7][n:8][n:9]([CH2:15][CH:16]2[CH2:17][CH2:18]2)[c:10]1[C:11]([F:12])([F:13])[F:14]. Reactants: Fc1ncc(C(F)(F)F)cc1Cl, [F-], N#C[K], O. Product: N#Cc1ncc(C(F)(F)F)cc1Cl. RXN SMILES: [Cl:4][c:5]1[c:6]([F:15])[n:7][cH:8][c:9]([C:11]([F:12])([F:13])[F:14])[cH:10]1.[F-:16].[K:1][C:2]#[N:3].[OH2:17]>>[C:2](#[N:3])[c:6]1[c:5]([Cl:4])[cH:10][c:9]([C:11]([F:12])([F:13])[F:14])[cH:8][n:7]1. Reactants: O=C([O-])O, CSc1ccc(C2=C(c3ccccc3)C(=O)C(C)(C)O2)c(Cl)c1, O=C(OO)c1cccc(Cl)c1, ClCCl, [Na+]. The product is CS(=O)c1ccc(C2=C(c3ccccc3)C(=O)C(C)(C)O2)c(Cl)c1. RXN SMILES: [C:35](=[O:36])([OH:37])[O-:38].[Cl:1][c:2]1[c:3]([C:10]2=[C:11]([c:18]3[cH:19][cH:20][cH:21][cH:22][cH:23]3)[C:12](=[O:17])[C:13]([CH3:15])([CH3:16])[O:14]2)[cH:4][cH:5][c:6]([S:8][CH3:9])[cH:7]1.[Cl:24][c:25]1[cH:26][c:27]([C:32](=[O:29])[O:33][OH:34])[cH:28][cH:30][cH:31]1.[Cl:40][CH2:41][Cl:42].[Na+:39]>>[Cl:1][c:2]1[c:3]([C:10]2=[C:11]([c:18]3[cH:19][cH:20][cH:21][cH:22][cH:23]3)[C:12](=[O:17])[C:13]([CH3:15])([CH3:16])[O:14]2)[cH:4][cH:5][c:6]([S:8]([CH3:9])=[O:29])[cH:7]1. The reactants are O(C1=CC=CC=C1)C=1C=C(C=CC1)CC(C(F)(F)F)(O)NCC1=CC(=CC=C1)CC1=CC=CC=C1 ((3-phenoxyphenyl)[[(3(phenylmethyl)phenyl]methyl]amino]-1,1,1-trifluoro-2-propanol), O(C1=CC=CC=C1)C=1C=C(C=CC1)N(CC(C(F)(F)F)O)CC1=CC(=CC=C1)Br (3[(3-phenoxyphenyl)[[3-bromophenyl]methyl]amino]-1,1,1-trifluoro-2-propanol), C(C1=CC=CC=C1)[Mg]Br (benzyl-magnesium bromide), [NH4+].[Cl-] (NH4Cl). The solvent is CCO (EtOH), C=1C=CC(=CC1)[P](C=2C=CC=CC2)(C=3C=CC=CC3)[Pd]([P](C=4C=CC=CC4)(C=5C=CC=CC5)C=6C=CC=CC6)([P](C=7C=CC=CC7)(C=8C=CC=CC8)C=9C=CC=CC9)[P](C=1C=CC=CC1)(C=1C=CC=CC1)C=1C=CC=CC1 (Pd(PPh3)4), C1CCOC1 (THF), C1CCOC1 (THF), CCO (EtOH). The product is O(C1=CC=CC=C1)C=1C=C(C=CC1)N(CC(C(F)(F)F)O)CC1=CC(=CC=C1)CC1=CC=CC=C1 (3-[(3-phenoxyphenyl)[[3-(phenylmethyl)phenyl]methyl]amino]-1,1,1-trifluoro-2-propanol). Reaction SMILES: [O:1]([C:8]1[CH:9]=[C:10]([N:14]([CH2:22][C:23]2[CH:28]=[CH:27][CH:26]=[C:25](Br)[CH:24]=2)[CH2:15][CH:16]([OH:21])[C:17]([F:20])([F:19])[F:18])[CH:11]=[CH:12][CH:13]=1)[C:2]1[CH:7]=[CH:6][CH:5]=[CH:4][CH:3]=1.[CH2:30]([Mg]Br)[C:31]1[CH:36]=[CH:35][CH:34]=[CH:33][CH:32]=1.[NH4+].[Cl-].O(C1C=C(CC(NCC2C=CC=C(CC3C=CC=CC=3)C=2)(O)C(F)(F)F)C=CC=1)C1C=CC=CC=1>C1C=CC([P]([Pd]([P](C2C=CC=CC=2)(C2C=CC=CC=2)C2C=CC=CC=2)([P](C2C=CC=CC=2)(C2C=CC=CC=2)C2C=CC=CC=2)[P](C2C=CC=CC=2)(C2C=CC=CC=2)C2C=CC=CC=2)(C2C=CC=CC=2)C2C=CC=CC=2)=CC=1.CCO.C1COCC1>[O:1]([C:8]1[CH:9]=[C:10]([N:14]([CH2:22][C:23]2[CH:28]=[CH:27][CH:26]=[C:25]([CH2:30][C:31]3[CH:36]=[CH:35][CH:34]=[CH:33][CH:32]=3)[CH:24]=2)[CH2:15][CH:16]([OH:21])[C:17]([F:20])([F:19])[F:18])[CH:11]=[CH:12][CH:13]=1)[C:2]1[CH:7]=[CH:6][CH:5]=[CH:4][CH:3]=1 |f:2.3,^1:79,81,100,119|. Reported procedure: To a THF (4 mL) solution of 3[(3-phenoxyphenyl)[[3-bromophenyl]methyl]amino]-1,1,1-trifluoro-2-propanol (0.60 g, 1.3 mmol) from EX-595B was added benzyl-magnesium bromide in THF (2.0 mL, 2.0 M, 4.0 mmol) and Pd(PPh3)4. The resulting yellow solution was refluxed under N2 for 18 h. The cooled solution was poured into saturated aq. NH4Cl, extracted with ethyl acetate, dried (MgSO4) and evaporated to an oil. Purification by flash chromatography on silica gel eluting with 15% ethyl acetate in hexane ... The reactants are C1CCOC1, CCCCCCC, CC1=NN(c2ccc(C)c(C)c2)C(=O)C1=NNc1cccc(-c2cccc(C(=O)O)c2)c1O, CN(C)C=O, O=S(Cl)Cl. RXN SMILES: [CH2:43]1[O:44][CH2:45][CH2:46][CH2:47]1.[CH3:48][CH2:49][CH2:50][CH2:51][CH2:52][CH2:53][CH3:54].[CH3:5][c:6]1[cH:7][c:8]([N:13]2[N:14]=[C:15]([CH3:37])[C:16](=[N:19][NH:20][c:21]3[c:22]([OH:36])[c:23](-[c:27]4[cH:28][c:29]([C:33](=[O:34])[OH:35])[cH:30][cH:31][cH:32]4)[cH:24][cH:25][cH:26]3)[C:17]2=[O:18])[cH:9][cH:10][c:11]1[CH3:12].[O:38]=[CH:39][N:40]([CH3:41])[CH3:42].[S:1]([Cl:2])([Cl:3])=[O:4]>>[Cl:3][C:33]([c:29]1[cH:28][c:27](-[c:23]2[c:22]([OH:36])[c:21]([NH:20][N:19]=[C:16]3[C:15]([CH3:37])=[N:14][N:13]([c:8]4[cH:7][c:6]([CH3:5])[c:11]([CH3:12])[cH:10][cH:9]4)[C:17]3=[O:18])[cH:26][cH:25][cH:24]2)[cH:32][cH:31][cH:30]1)=[O:34]. The product is CC1=NN(c2ccc(C)c(C)c2)C(=O)C1=NNc1cccc(-c2cccc(C(=O)Cl)c2)c1O. Starting materials: ClC=1N=C(C2=C(N1)C=C(S2)C=2C=C(C=CC2)N)N2CCOCC2 (3-(2-Chloro-4-morpholinothieno[3,2-d]pyrimidin-6-yl)benzenamine), C(=O)(OC(C)(C)C)NCC(=O)O (Boc-glycine). Product: C(C)(C)(C)OC(NCC(NC1=CC(=CC=C1)C1=CC=2N=C(N=C(C2S1)N1CCOCC1)Cl)=O)=O (tert-butyl(3-(2-chloro-4-morpholinothieno[3,2-d]pyrimidin-6-yl)phenylcarbamoyl)methylcarbamate). Reaction SMILES: [Cl:1][C:2]1[N:3]=[C:4]([N:18]2[CH2:23][CH2:22][O:21][CH2:20][CH2:19]2)[C:5]2[S:10][C:9]([C:11]3[CH:12]=[C:13]([NH2:17])[CH:14]=[CH:15][CH:16]=3)=[CH:8][C:6]=2[N:7]=1.[C:24]([NH:31][CH2:32][C:33](O)=[O:34])([O:26][C:27]([CH3:30])([CH3:29])[CH3:28])=[O:25]>>[C:27]([O:26][C:24](=[O:25])[NH:31][CH2:32][C:33](=[O:34])[NH:17][C:13]1[CH:14]=[CH:15][CH:16]=[C:11]([C:9]2[S:10][C:5]3[C:4]([N:18]4[CH2:23][CH2:22][O:21][CH2:20][CH2:19]4)=[N:3][C:2]([Cl:1])=[N:7][C:6]=3[CH:8]=2)[CH:12]=1)([CH3:30])([CH3:28])[CH3:29]. Procedure details: 3-(2-Chloro-4-morpholinothieno[3,2-d]pyrimidin-6-yl)benzenamine (50 mg) was reacted with Boc-glycine via General Procedure I to give tert-butyl(3-(2-chloro-4-morpholinothieno[3,2-d]pyrimidin-6-yl)phenylcarbamoyl)methylcarbamate. 70 mg of the crude tert-butyl (3-(2-chloro-4-morpholinothieno[3,2-d]pyrimidin-6-yl)phenylcarbamoyl)methylcarbamate was coupled to 4-(4,4,5,5-tetramethyl-1,3,2-dioxaborolan-2-yl)-1H-indazole 7 via General Procedure A to yield tert-butyl(3-(2-(1H-indazol-4-yl)-4-morpholino... Run in CS(=O)C (DMSO), CS(=O)C (DMSO). Isolated yield 65.4%. Reported procedure: A mixture of 4.9 g (0.015 mole) of 6-[(phenylmethoxy)methyl]-4-(phenylmethyl)-2-morpholinemethanol and 2.84 g (0.016 mole) of 2-chloro-N,N-dipropylacetamide are dissolved in 100 ml of dry DMSO and the mixture stirred at room temperature under nitrogen. Slowly, 0.88 g of sodium hydride (0.0183 mole, 50% oil dispersion) is added to the DMSO mixture and the reaction allowed to stir at ambient temperature (22°). After stirring for 10 minutes, an exothermic reaction begins to take place and an ice-ba... Reactants: [H-].[Na+] (sodium hydride), C1(=CC=CC=C1)COCC1OC(CN(C1)CC1=CC=CC=C1)CO (6-[(phenylmethoxy)methyl]-4-(phenylmethyl)-2-morpholinemethanol), ClCC(=O)N(CCC)CCC (2-chloro-N,N-dipropylacetamide), O (water). RXN SMILES: [C:1]1([CH2:7][O:8][CH2:9][CH:10]2[CH2:15][N:14]([CH2:16][C:17]3[CH:22]=[CH:21][CH:20]=[CH:19][CH:18]=3)[CH2:13][CH:12]([CH2:23][OH:24])[O:11]2)[CH:6]=[CH:5][CH:4]=[CH:3][CH:2]=1.Cl[CH2:26][C:27]([N:29]([CH2:33][CH2:34][CH3:35])[CH2:30][CH2:31][CH3:32])=[O:28].[H-].[Na+].O>CS(C)=O>[C:1]1([CH2:7][O:8][CH2:9][CH:10]2[CH2:15][N:14]([CH2:16][C:17]3[CH:22]=[CH:21][CH:20]=[CH:19][CH:18]=3)[CH2:13][CH:12]([CH2:23][O:24][CH2:26][C:27]([N:29]([CH2:33][CH2:34][CH3:35])[CH2:30][CH2:31][CH3:32])=[O:28])[O:11]2)[CH:2]=[CH:3][CH:4]=[CH:5][CH:6]=1 |f:2.3|. Product: C1(=CC=CC=C1)COCC1OC(CN(C1)CC1=CC=CC=C1)COCC(=O)N(CCC)CCC (2-[[6-[(Phenylmethoxy)methyl]-4-(phenylmethyl)-2-morpholinyl]methoxy]-N,N-dipropylacetamide). The reactants are C#CCN(CCC=O)C(=O)Nc1nnc(C2CC2)s1, Cl, O. The product is C#CCN1CCC(O)N(c2nnc(C3CC3)s2)C1=O. As a reaction SMILES: [CH2:1]([C:2]#[CH:3])[N:4]([C:5](=[O:6])[NH:7][c:8]1[s:9][c:10]([CH:13]2[CH2:14][CH2:15]2)[n:11][n:12]1)[CH2:16][CH2:17][CH:18]=[O:19].[ClH:20].[OH2:21]>>[CH2:1]([C:2]#[CH:3])[N:4]1[C:5](=[O:6])[N:7]([c:8]2[s:9][c:10]([CH:13]3[CH2:14][CH2:15]3)[n:11][n:12]2)[CH:18]([OH:19])[CH2:17][CH2:16]1.